This data is from the Open Reaction Database (ORD), a public repository of structured organic reaction records. The task is: describe an organic reaction: reactants, conditions, products, and yield The reactants are CC1=C(OCC2OC2)C=CC=C1 ((2-Methylphenoxymethyl)oxirane), COC=1C=C2C(=CNC2=CC1)CC(N)(C)C (5-methoxy-α,α-dimethyl-1H-indol-3-yl-ethaneamine), Cl (HCl). The solvent is C(C)#N (acetonitrile). Yields the product Cl.COC=1C=C2C(=CNC2=CC1)CC(C)(C)NCC(COC1=C(C=CC=C1)C)O (1-[[2-(5-METHOXY-3-INDOLYL)-1,1-DIMETHYLETHYL]AMINO]-3-(2-METHYLPHENOXY)-2-PROPANOL HYDROCHLORIDE). Reaction SMILES: [CH3:1][C:2]1[CH:12]=[CH:11][CH:10]=[CH:9][C:3]=1[O:4][CH2:5][CH:6]1[CH2:8][O:7]1.[CH3:13][O:14][C:15]1[CH:16]=[C:17]2[C:21](=[CH:22][CH:23]=1)[NH:20][CH:19]=[C:18]2[CH2:24][C:25]([CH3:28])([CH3:27])[NH2:26].[ClH:29]>C(#N)C>[ClH:29].[CH3:13][O:14][C:15]1[CH:16]=[C:17]2[C:21](=[CH:22][CH:23]=1)[NH:20][CH:19]=[C:18]2[CH2:24][C:25]([NH:26][CH2:8][CH:6]([OH:7])[CH2:5][O:4][C:3]1[CH:9]=[CH:10][CH:11]=[CH:12][C:2]=1[CH3:1])([CH3:27])[CH3:28] |f:4.5|. Reported procedure: (2-Methylphenoxymethyl)oxirane, 4.1 g., (0.025 mole) and 5.4 g. (0.025 mole) of 5-methoxy-α,α-dimethyl-1H-indol-3-yl-ethaneamine were mixed and heated at 130° for 2 hrs. The mixture was allowed to cool, but while still warm was dissolved in 60 ml. of acetonitrile and acidified with ethanolic 5 N HCl to pH 2. Th product crystallized as the hydrochloride salt, yield 8.3 g.; recrystallized from isopropanol/methanol, yield 7.4 g., m.p. 201.0°-203.0°. The reactants are C1(=CC=CC=C1)CCO (benzenethanol), BrCC#C (3-bromo-1-propyne), [OH-].[Na+] (sodium hydroxide). Reagents/catalysts: S([O-])(O)(=O)=O.C(CCC)[N+](CCCC)(CCCC)CCCC (tetrabutylammonium bisulphate). Solvent: O (Water). Conditions: time 8 hour. The product is C(C#C)OCCC1=CC=CC=C1 ([2-[(2-Propynyl)oxy]ethyl]benzene). As a reaction SMILES: [C:1]1([CH2:7][CH2:8][OH:9])[CH:6]=[CH:5][CH:4]=[CH:3][CH:2]=1.Br[CH2:11][C:12]#[CH:13].[OH-].[Na+]>S(=O)(=O)(O)[O-].C([N+](CCCC)(CCCC)CCCC)CCC.O>[CH2:13]([O:9][CH2:8][CH2:7][C:1]1[CH:6]=[CH:5][CH:4]=[CH:3][CH:2]=1)[C:12]#[CH:11] |f:2.3,4.5|. Procedure details: A mixture of benzenethanol (12.2 g), 3-bromo-1-propyne (12.0 ml), 40% aqueous sodium hydroxide (20 ml) and tetrabutylammonium bisulphate (1 g) was stirred overnight. Water (100 ml) was added and the mixture was extracted with ER (2×100 ml). The organic extracts were washed with water and brine, dried and concentrated to a dark oil which was purified by FCC eluting with CX-ER (19:1) to give the title compound as a pale yellow oil (12.3 g) T.l.c. (CX-ER 19:1) Rf 0.50. The reactants are CN, ICCCCCOc1ccc(C2=C(c3ccccc3)CCCc3cc(OC4CCCCO4)ccc32)cc1, C1CCOC1. The product is CNCCCCCOc1ccc(C2=C(c3ccccc3)CCCc3cc(OC4CCCCO4)ccc32)cc1. As a reaction SMILES: [CH3:38][NH2:39].[I:1][CH2:2][CH2:3][CH2:4][CH2:5][CH2:6][O:7][c:8]1[cH:9][cH:10][c:11]([C:14]2=[C:15]([c:32]3[cH:33][cH:34][cH:35][cH:36][cH:37]3)[CH2:16][CH2:17][CH2:18][c:19]3[c:20]2[cH:21][cH:22][c:23]([O:25][CH:26]2[O:27][CH2:28][CH2:29][CH2:30][CH2:31]2)[cH:24]3)[cH:12][cH:13]1.[O:40]1[CH2:41][CH2:42][CH2:43][CH2:44]1>>[CH2:2]([CH2:3][CH2:4][CH2:5][CH2:6][O:7][c:8]1[cH:9][cH:10][c:11]([C:14]2=[C:15]([c:32]3[cH:33][cH:34][cH:35][cH:36][cH:37]3)[CH2:16][CH2:17][CH2:18][c:19]3[c:20]2[cH:21][cH:22][c:23]([O:25][CH:26]2[O:27][CH2:28][CH2:29][CH2:30][CH2:31]2)[cH:24]3)[cH:12][cH:13]1)[NH:39][CH3:38]. The product is ClC1=CC=C(C=C1)CCCN (3-(4-chlorophenyl)propylamine). The reactants are O.NN (hydrazine hydrate), [K] (potassium), C1(C=2C(C(N1)=O)=CC=CC2)=O (phthalimide), ClC1=CC=C(C=C1)CCCBr (1-chloro-4-(3-bromopropyl)benzene). Solvent: C(C)O (Ethanol), C(Cl)Cl (DCM), O (Water), CN(C)C=O (DMF). Conditions: temperature 80 celsius, time 16 hour. Procedure details: The potassium salt of phthalimide (4.4 g, 24 mmol) was dissolved in DMF (20 ml) and 1-chloro-4-(3-bromopropyl)benzene (4.67 g, 20 mmol) was added. The mixture was stirred at 80° C. for 16 hours. Water (50 ml) and DCM (50 ml) were added, the phases were separated and the aqueous phase extracted with DCM (2×50 ml). The combined organic phases were washed with sodium hydroxide (0.2 M, 50 ml), dried (magnesium sulphate), filtered and concentrated in vacuo. Ethanol (75 ml) and hydrazine hydrate (2 eq... Reaction SMILES: [K].C1(=O)[NH:6]C(=O)C2=CC=CC=C12.[Cl:13][C:14]1[CH:19]=[CH:18][C:17]([CH2:20][CH2:21][CH2:22]Br)=[CH:16][CH:15]=1.O.NN>CN(C=O)C.C(O)C.C(Cl)Cl.O>[Cl:13][C:14]1[CH:19]=[CH:18][C:17]([CH2:20][CH2:21][CH2:22][NH2:6])=[CH:16][CH:15]=1 |f:3.4,^1:0|. The reactants are [OH-].[K+] (Potassium hydroxide), COC(C1=CN=C(C=C1)NC1CCN(CC1)C1=NC2=CC(=C(C=C2C(=N1)N)OC)OC)=O (6-[1-(4-Amino-6,7-dimethoxy-quinazolin-2-yl)-piperidin-4-ylamino]-nicotinic acid methyl ester). The solvent is CO.O (MeOH H2O). Conditions: temperature 85 celsius. Yields the product NC1=NC(=NC2=CC(=C(C=C12)OC)OC)N1CCC(CC1)NC1=NC=C(C(=O)O)C=C1 (6-[1-(4-Amino-6,7-dimethoxyquinazolin-2-yl)piperidin-4-ylamino]nicotinic acid). The yield is 103.2%. Reaction SMILES: [OH-].[K+].C[O:4][C:5](=[O:34])[C:6]1[CH:11]=[CH:10][C:9]([NH:12][CH:13]2[CH2:18][CH2:17][N:16]([C:19]3[N:28]=[C:27]([NH2:29])[C:26]4[C:21](=[CH:22][C:23]([O:32][CH3:33])=[C:24]([O:30][CH3:31])[CH:25]=4)[N:20]=3)[CH2:15][CH2:14]2)=[N:8][CH:7]=1>CO.O>[NH2:29][C:27]1[C:26]2[C:21](=[CH:22][C:23]([O:32][CH3:33])=[C:24]([O:30][CH3:31])[CH:25]=2)[N:20]=[C:19]([N:16]2[CH2:17][CH2:18][CH:13]([NH:12][C:9]3[CH:10]=[CH:11][C:6]([C:5]([OH:34])=[O:4])=[CH:7][N:8]=3)[CH2:14][CH2:15]2)[N:28]=1 |f:0.1,3.4|. Procedure: Potassium hydroxide (1.18 g, 21.1 mmol) was added to a solution of (3) (0.5 g, 1.05 mmol) in MeOH/H2O (20 mL, 10%; v/v). The reaction mixture was heated to 85° C. for 12 h, then cooled to room temperature. The mixture was concentrated, acidified with HCl (aq) (20 mL, 3M) and the desired product was filtered and rinsed with cold H2O to give 0.46 g (quantitative yield) of the title compound: 1H NMR (DMSO) δ 12.36 (br s, 1H), 9.56 (br s, 1H), 8.78 (br s, 2H), 8.36 (s, 1H), 8.07 (d, 1H, J=9.2), 7.75... Starting materials: NC1=NC=C(C=C1)F (2-amino-5-fluoropyridine), ClC(C(=O)Cl)Cl (dichloroacetyl chloride), C(O)([O-])=O.[Na+] (sodium hydrogencarbonate). Run in C(C)(=O)OCC (ethyl acetate). Conditions: temperature 65 celsius, time 2.5 hour. Product: ClC(C(=O)NC1=NC=C(C=C1)F)Cl (2,2-dichloro-N-(5-fluoropyridin-2-yl)acetamide). RXN SMILES: [NH2:1][C:2]1[CH:7]=[CH:6][C:5]([F:8])=[CH:4][N:3]=1.C(=O)([O-])O.[Na+].[Cl:14][CH:15]([Cl:19])[C:16](Cl)=[O:17]>C(OCC)(=O)C>[Cl:14][CH:15]([Cl:19])[C:16]([NH:1][C:2]1[CH:7]=[CH:6][C:5]([F:8])=[CH:4][N:3]=1)=[O:17] |f:1.2|. Reported procedure: To 2-amino-5-fluoropyridine (250 mg) in ethyl acetate (10 mL), dichloroacetyl chloride (279 μL) was added at room temperature, followed by stirring at 60-70° C. for 2.5 hours. The reaction mixture was cooled, and saturated aqueous sodium hydrogencarbonate was added thereto for partitioning the mixture. The resultant organic layer was dried over magnesium sulfate anhydrate. The solvent was distilled away under reduced pressure, to thereby give the title compound (438 mg) as acrude product. The reactants are C(C)(C)(C)OC(=O)N1CCC(CC1)N1N=CC(=C1)C=1C=NC(=C(C1)B1OC(C(O1)(C)C)(C)C)N (4-{4-[6-Amino-5-(4,4,5,5-tetramethyl-[1,3,2]dioxaborolan-2-yl)-pyridin-3-yl]-pyrazol-1-yl}-piperidine-1-carboxylic acid tert-butyl ester), C1NCCC2=CC=CC=C12 (1,2,3,4-tetrahydroisoquinoline), cupric acetate, N1=CC=CC=C1 (pyridine), C(Cl)Cl (DCM). Product: C(C)(C)(C)OC(=O)N1CCC(CC1)N1N=CC(=C1)C=1C=NC(=C(C1)N1CC2=CC=CC=C2CC1)N (4-{4-[6-amino-5-(3,4-dihydro-1H-isoquinolin-2-yl)-pyridin-3-yl]-pyrazol-1-yl}-piperidine-1-carboxylic acid tert-butyl ester). Reaction SMILES: [C:1]([O:5][C:6]([N:8]1[CH2:13][CH2:12][CH:11]([N:14]2[CH:18]=[C:17]([C:19]3[CH:20]=[N:21][C:22]([NH2:34])=[C:23](B4OC(C)(C)C(C)(C)O4)[CH:24]=3)[CH:16]=[N:15]2)[CH2:10][CH2:9]1)=[O:7])([CH3:4])([CH3:3])[CH3:2].[CH2:35]1[C:44]2[C:39](=[CH:40][CH:41]=[CH:42][CH:43]=2)[CH2:38][CH2:37][NH:36]1.N1C=CC=CC=1.C(Cl)Cl>>[C:1]([O:5][C:6]([N:8]1[CH2:9][CH2:10][CH:11]([N:14]2[CH:18]=[C:17]([C:19]3[CH:20]=[N:21][C:22]([NH2:34])=[C:23]([N:36]4[CH2:37][CH2:38][C:39]5[C:44](=[CH:43][CH:42]=[CH:41][CH:40]=5)[CH2:35]4)[CH:24]=3)[CH:16]=[N:15]2)[CH2:12][CH2:13]1)=[O:7])([CH3:4])([CH3:2])[CH3:3]. Reported procedure: A mixture of 4-{4-[6-Amino-5-(4,4,5,5-tetramethyl-[1,3,2]dioxaborolan-2-yl)-pyridin-3-yl]-pyrazol-1-yl}-piperidine-1-carboxylic acid tert-butyl ester (BB4) (93.9 mg, 0.200 mmol), 1,2,3,4-tetrahydroisoquinoline (53.3 mg, 0.400 mmol), cupric acetate (36.3 mg, 0.200 mmol), pyridine (32 μL, 0.40 mmol) and DCM (5 mL, 80 mmol) was stirred at rt under an atmosphere of air (Reaction A). Another reaction was set up with the same amount of above reagents, and 4 Å molecular sieves (53 mg, 264 mg/mmol SM) w... Starting materials: OP(=O)(O)O (H3PO4), S(=O)(=O)(OC)OC (dimethyl sulfate), FC(C1=CC=C(OC2=CC=C(OC(C(=O)[O-])C)C=C2)C=C1)(F)F.[Na+] (sodium-2-[4'-(4"-trifluoromethyl-phenoxy)-phenoxy]-propionate), O (water). Run in C=1(C(=CC=CC1)C)C (xylene). Run at temperature 85 celsius, time 1 hour. The product is COC(C(C)OC1=CC=C(C=C1)OC1=CC=C(C=C1)C(F)(F)F)=O (methyl-2-[4'-(4"-trifluoromethyl-phenoxy)-phenoxy]-propionate). As a reaction SMILES: S(OC)(O[CH3:5])(=O)=O.[F:8][C:9]([F:30])([F:29])[C:10]1[CH:28]=[CH:27][C:13]([O:14][C:15]2[CH:26]=[CH:25][C:18]([O:19][CH:20]([CH3:24])[C:21]([O-:23])=[O:22])=[CH:17][CH:16]=2)=[CH:12][CH:11]=1.[Na+].O.OP(O)(O)=O>C1(C)C(C)=CC=CC=1>[CH3:5][O:22][C:21](=[O:23])[CH:20]([O:19][C:18]1[CH:25]=[CH:26][C:15]([O:14][C:13]2[CH:12]=[CH:11][C:10]([C:9]([F:29])([F:30])[F:8])=[CH:28][CH:27]=2)=[CH:16][CH:17]=1)[CH3:24] |f:1.2|. Procedure details: 63 g of dimethyl sulfate are added within 5 minutes and at 130° C. to 348 g of anhydrous sodium-2-[4'-(4"-trifluoromethyl-phenoxy)-phenoxy]-propionate, suspended in 1,000 ml of xylene. After the addition, stirring of the mixture is continued for 1 hour, the mixture is cooled at 85° C., at said temperature 200 ml of water and 0.5 ml of H3PO4 are added and, for the separation of the inorganic salts, the mixture is stirred for 10 minutes. After separation of the water phase, the xylene is distilled... The reactants are O=C1CCC(=O)N1Cl, ClCCl, c1cncc(-c2ccnc3cncn23)c1. The product is Clc1ncn2c(-c3cccnc3)ccnc12. RXN SMILES: [Cl:16][N:17]1[C:18](=[O:19])[CH2:20][CH2:21][C:22]1=[O:23].[Cl:24][CH2:25][Cl:26].[n:1]1[cH:2][c:3](-[c:7]2[cH:8][cH:9][n:10][c:11]3[n:12]2[cH:13][n:14][cH:15]3)[cH:4][cH:5][cH:6]1>>[n:1]1[cH:2][c:3](-[c:7]2[cH:8][cH:9][n:10][c:11]3[n:12]2[cH:13][n:14][c:15]3[Cl:16])[cH:4][cH:5][cH:6]1.